From a dataset of the Open Reaction Database (ORD), a public repository of structured organic reaction records. describe an organic reaction: reactants, conditions, products, and yield Reactants: Cc1cc(Br)nc(C)c1NC(=O)CC(C)(C)C, CC(C)(C)[O-], Cc1ccccc1, CN(C)c1ccccc1-c1ccccc1P(C1CCCCC1)C1CCCCC1, FC(F)(F)c1ccc2c(c1)CCNC2, [K+]. Yields the product Cc1cc(N2CCc3cc(C(F)(F)F)ccc3C2)nc(C)c1NC(=O)CC(C)(C)C. As a reaction SMILES: [Br:1][c:2]1[cH:3][c:4]([CH3:17])[c:5]([NH:9][C:10]([CH2:11][C:12]([CH3:13])([CH3:14])[CH3:15])=[O:16])[c:6]([CH3:8])[n:7]1.[CH3:60][C:61]([CH3:62])([O-:63])[CH3:64].[CH3:66][c:67]1[cH:68][cH:69][cH:70][cH:71][cH:72]1.[CH:32]1([P:33]([CH:34]2[CH2:35][CH2:36][CH2:37][CH2:38][CH2:39]2)[c:40]2[cH:41][cH:42][cH:43][cH:44][c:45]2-[c:46]2[cH:47][cH:48][cH:49][cH:50][c:51]2[N:52]([CH3:53])[CH3:54])[CH2:55][CH2:56][CH2:57][CH2:58][CH2:59]1.[F:18][C:19]([c:20]1[cH:21][c:22]2[c:27]([cH:28][cH:29]1)[CH2:26][NH:25][CH2:24][CH2:23]2)([F:30])[F:31].[K+:65]>>[c:2]1([N:25]2[CH2:24][CH2:23][c:22]3[cH:21][c:20]([C:19]([F:18])([F:30])[F:31])[cH:29][cH:28][c:27]3[CH2:26]2)[cH:3][c:4]([CH3:17])[c:5]([NH:9][C:10]([CH2:11][C:12]([CH3:13])([CH3:14])[CH3:15])=[O:16])[c:6]([CH3:8])[n:7]1. Starting materials: C(=O)(O)[O-].[Na+] (NaHCO3), OC(C(=O)NC1=CC(=C(C=C1)[N+](=O)[O-])C)(COC1=CC=C(C=C1)CO)C (2-Hydroxy-3-(4-hydroxymethylphenoxy)-2-methyl-N-(3-methyl-4-nitrophenyl)propionamide), COCCN(CCOC)S(F)(F)F (Deoxo-Fluor). Solvent: C(Cl)Cl (CH2Cl2), C(Cl)Cl (CH2Cl2). Reaction conditions: temperature -10 celsius, time 3 hour. The product is FCC1=CC=C(OCC(C(=O)NC2=CC(=C(C=C2)[N+](=O)[O-])C)(C)O)C=C1 (3-(4-Fluoromethylphenoxy)-2-hydroxy-2-methyl-N-(3-methyl-4-nitrophenyl)propionamide). Reaction SMILES: [OH:1][C:2]([CH3:26])([CH2:16][O:17][C:18]1[CH:23]=[CH:22][C:21]([CH2:24]O)=[CH:20][CH:19]=1)[C:3]([NH:5][C:6]1[CH:11]=[CH:10][C:9]([N+:12]([O-:14])=[O:13])=[C:8]([CH3:15])[CH:7]=1)=[O:4].COCCN(S(F)(F)[F:37])CCOC.C([O-])(O)=O.[Na+]>C(Cl)Cl>[F:37][CH2:24][C:21]1[CH:22]=[CH:23][C:18]([O:17][CH2:16][C:2]([OH:1])([CH3:26])[C:3]([NH:5][C:6]2[CH:11]=[CH:10][C:9]([N+:12]([O-:14])=[O:13])=[C:8]([CH3:15])[CH:7]=2)=[O:4])=[CH:19][CH:20]=1 |f:2.3|. Reported procedure: A solution of 2-hydroxy-3-(4-hydroxymethylphenoxy)-2-methyl-N-(3-methyl-4-nitrophenyl)propionamide (prepared in Example 70, 950 mg, 0.002636 mol) in dry CH2Cl2 (6.5 ml) was treated with Deoxo-Fluor® (875 mg, 0.003954 mol) in CH2Cl2 (3 ml) at −76° C. The solution was stirred at −10° C. for 3 hours. The saturated NaHCO3 solution was added and the mixture was extracted with dichloromethane. The combined extracts were washed with water, dried over Na2SO4, filtered, and evaporated in vacuo. The crude... Reactants: C(#N)C=1C(=NC2=CC=C(C=C2C1Cl)[N+](=O)[O-])Cl (3-cyano-2,4-dichloro-6-nitroquinoline), ( 43,425 ), ( 3,189 ), ( 7,675 ). Solvent: C1CCOC1 (THF). Product: NC=1C=C2C(=C(C(=NC2=CC1)Cl)C#N)Cl (6-Amino-3-cyano-2,4-dichloroquinoline). As a reaction SMILES: [C:1]([C:3]1[C:4]([Cl:17])=[N:5][C:6]2[C:11]([C:12]=1[Cl:13])=[CH:10][C:9]([N+:14]([O-])=O)=[CH:8][CH:7]=2)#[N:2]>C1COCC1>[NH2:14][C:9]1[CH:10]=[C:11]2[C:6](=[CH:7][CH:8]=1)[N:5]=[C:4]([Cl:17])[C:3]([C:1]#[N:2])=[C:12]2[Cl:13]. Reported procedure: The compound was obtained by reducing 3-cyano-2,4-dichloro-6-nitroquinoline as described in Example 3. UV (THF): λmax /ε=415.2 (3,189), 304.6 (7,675), 274.0 (43,425). The reactants are CC(C)OC(C)C, ClC(Cl)Cl, O, BrP(Br)Br, OCc1ccc(-c2ccccc2)cc1. RXN SMILES: [CH:19]([O:20][CH:21]([CH3:22])[CH3:23])([CH3:24])[CH3:25].[CH:26]([Cl:27])([Cl:28])[Cl:29].[OH2:30].[P:15]([Br:16])([Br:17])[Br:18].[c:1]1(-[c:7]2[cH:8][cH:9][c:10]([CH2:11][OH:12])[cH:13][cH:14]2)[cH:2][cH:3][cH:4][cH:5][cH:6]1>>[c:1]1(-[c:7]2[cH:8][cH:9][c:10]([CH2:11][Br:16])[cH:13][cH:14]2)[cH:2][cH:3][cH:4][cH:5][cH:6]1. Product: BrCc1ccc(-c2ccccc2)cc1. Reactants: [Na+].C(=O)(O)C1=C(C2=C(S1)C=CC=C2)S(=O)(=O)[O-] (2-carboxy-benzo[b]thiophene-3-sulfonic acid mono sodium salt), P(Cl)(Cl)(Cl)(Cl)Cl (phosphorus-(V)-chloride), Cl (hydrogen chloride). The solvent is P(=O)(Cl)(Cl)Cl (phosphorus oxychloride). Run at temperature 100 celsius. Yields the product ClC(=O)C1=C(C2=C(S1)C=CC=C2)S(=O)(=O)Cl (2-Chlorocarbonyl-benzo[b]thiophene-3-sulfonic acid chloride). Reaction SMILES: [Na+].[C:2]([C:5]1[S:9][C:8]2[CH:10]=[CH:11][CH:12]=[CH:13][C:7]=2[C:6]=1[S:14]([O-:17])(=O)=[O:15])(O)=[O:3].P(Cl)(Cl)(Cl)(Cl)[Cl:19].[ClH:24]>P(Cl)(Cl)(Cl)=O>[Cl:24][C:2]([C:5]1[S:9][C:8]2[CH:10]=[CH:11][CH:12]=[CH:13][C:7]=2[C:6]=1[S:14]([Cl:19])(=[O:17])=[O:15])=[O:3] |f:0.1|. Procedure: 44.0 gm (0.157 mol) of the above 2-carboxy-benzo[b]thiophene-3-sulfonic acid mono sodium salt were suspended in 200 cc of phosphorus oxychloride and admixed with 65.4 gm (0.314 mol) of phosphorus-(V)-chloride. To complete the reaction which was exothermic in the beginning accompanied by evolution of hydrogen chloride, the reaction mixture was heated to 100° C. for 2 hours, cooled and the inorganic salts were filtered off. After evaporation in vacuo, the residue was taken up in 300 cc of dry chlo... The reactants are C(=O)(OCC)N1C(C=2C(C1=O)=CC=CC2)=O (N-Carboethoxyphthalimide), NCCCC(=O)O (4-aminobutanoic acid), C([O-])([O-])=O.[Na+].[Na+] (sodium carbonate). The solvent is O (water). The product is C1(C=2C(C(N1CCCC(=O)O)=O)=CC=CC2)=O (4-Phthalimidobutanoic acid). Isolated yield 63.0%. Reaction SMILES: [C:1]([N:6]1[C:10](=[O:11])[C:9]2=[CH:12][CH:13]=[CH:14][CH:15]=[C:8]2[C:7]1=[O:16])(OCC)=O.NC[CH2:19][CH2:20][C:21]([OH:23])=[O:22].C(=O)([O-])[O-].[Na+].[Na+]>O>[C:7]1(=[O:16])[N:6]([CH2:1][CH2:19][CH2:20][C:21]([OH:23])=[O:22])[C:10](=[O:11])[C:9]2=[CH:12][CH:13]=[CH:14][CH:15]=[C:8]12 |f:2.3.4|. Reported procedure: N-Carboethoxyphthalimide (10.96 g) was added in one portion to a vigorously stirred solution of 4-aminobutanoic acid (5.16 g) and sodium carbonate (5.35 g) in water (150 ml) at RT. The mixture was stirred until essentially all the solid material had dissolved (30 min), then it was filtered. The filtrate was acidified to pH1 with 6 N aqueous hydrochloric acid (ca. 22 ml) and the white precipitate was collected by filtration and washed thoroughly with water (150 ml). The solid was dried in air, th... Starting materials: COc1cc2c(c(OC)c1OC)-c1ccc(NC(=O)C(C)NC(=O)OCc3ccccc3)cc1C(NC(C)=O)CC2, CCO. The product is COc1cc2c(c(OC)c1OC)-c1ccc(NC(=O)C(C)N)cc1C(NC(C)=O)CC2. RXN SMILES: [CH2:1]([O:2][C:3](=[O:4])[NH:11][CH:12]([CH3:13])[C:14](=[O:15])[NH:16][c:17]1[cH:18][cH:19][c:20]2[c:21]([cH:41]1)[CH:22]([NH:37][C:38]([CH3:39])=[O:40])[CH2:23][CH2:24][c:25]1[c:26]-2[c:27]([O:35][CH3:36])[c:28]([O:33][CH3:34])[c:29]([O:31][CH3:32])[cH:30]1)[c:5]1[cH:6][cH:7][cH:8][cH:9][cH:10]1.[CH3:42][CH2:43][OH:44]>>[NH2:11][CH:12]([CH3:13])[C:14](=[O:15])[NH:16][c:17]1[cH:18][cH:19][c:20]2[c:21]([cH:41]1)[CH:22]([NH:37][C:38]([CH3:39])=[O:40])[CH2:23][CH2:24][c:25]1[c:26]-2[c:27]([O:35][CH3:36])[c:28]([O:33][CH3:34])[c:29]([O:31][CH3:32])[cH:30]1.